From a dataset of the Open Reaction Database (ORD), a public repository of structured organic reaction records. describe an organic reaction: reactants, conditions, products, and yield The reactants are Cl.CO[C@@H]1CNCC[C@@H]1NC(OCC1=CC=CC=C1)=O (benzyl cis(±)-[3-methoxypiperidin-4-yl]carbamate hydrochloride), ClC1=NC=NC(=C1)C (4-chloro-6-methylpyrimidine), C(C)(C)N(CC)C(C)C (diisopropylethylamine). Product: CO[C@@H]1CN(CC[C@@H]1NC(OCC1=CC=CC=C1)=O)C1=NC=NC(=C1)C (Benzyl cis(±)-[3-methoxy-1-(6-methylpyrimidin-4-yl)piperidin-4-yl]carbamate). RXN SMILES: Cl.[CH3:2][O:3][C@H:4]1[C@@H:9]([NH:10][C:11](=[O:20])[O:12][CH2:13][C:14]2[CH:19]=[CH:18][CH:17]=[CH:16][CH:15]=2)[CH2:8][CH2:7][NH:6][CH2:5]1.Cl[C:22]1[CH:27]=[C:26]([CH3:28])[N:25]=[CH:24][N:23]=1.C(N(C(C)C)CC)(C)C>>[CH3:2][O:3][C@H:4]1[C@@H:9]([NH:10][C:11](=[O:20])[O:12][CH2:13][C:14]2[CH:19]=[CH:18][CH:17]=[CH:16][CH:15]=2)[CH2:8][CH2:7][N:6]([C:22]2[CH:27]=[C:26]([CH3:28])[N:25]=[CH:24][N:23]=2)[CH2:5]1 |f:0.1|. Procedure: The same operation as in Example (158a) was performed using benzyl cis(±)-[3-methoxypiperidin-4-yl]carbamate hydrochloride obtained in Example (160a) (549 mg, 1.83 mmol), 4-chloro-6-methylpyrimidine (235 mg, 1.83 mmol) and diisopropylethylamine (709 mg, 5.48 mmol), to obtain the title compound. The reactants are reagents, C(C1=CC=CC=C1)NC(=O)C1=C(NC2=CC=CC=C12)SC (N-benzyl-2-(methylthio)indole-3-carboxamide), Cl.CN(CCCCl)C (3-(dimethylamino)propyl chloride hydrochloride), C(=O)([O-])[O-].[K+].[K+] (K2CO3). The solvent is CCO (EtOH). Yields the product CN(CCCN1C(=C(C2=CC=CC=C12)C(=O)NC1=CC=CC=C1)SC)C (1-[3-(dimethylamino)propyl]-2-(methylthio)-N-phenyl-1H-indole-3-carboxamide), XXVI. RXN SMILES: [CH2:1]([NH:8][C:9]([C:11]1[C:19]2[C:14](=[CH:15][CH:16]=[CH:17][CH:18]=2)[NH:13][C:12]=1[S:20][CH3:21])=[O:10])[C:2]1[CH:7]=[CH:6][CH:5]=[CH:4]C=1.Cl.[CH3:23][N:24]([CH3:29])[CH2:25][CH2:26][CH2:27]Cl.C([O-])([O-])=O.[K+].[K+]>CCO>[CH3:23][N:24]([CH3:29])[CH2:25][CH2:26][CH2:27][N:13]1[C:14]2[C:19](=[CH:18][CH:17]=[CH:16][CH:15]=2)[C:11]([C:9]([NH:8][C:1]2[CH:2]=[CH:7][CH:6]=[CH:5][CH:4]=2)=[O:10])=[C:12]1[S:20][CH3:21] |f:1.2,3.4.5|. Reported procedure: A solution of 2-(methylthio)-N-phenyl-1H-indole-3-carboxamide [XXV: R8 =H] (1.8 g, 6.4 mmol) in EtOH (400 mL) was treated with 3-(dimethylamino)propyl chloride hydrochloride (10.0 g, 64 mmol) and K2CO3 (13 g, 96 mmol ) and heated under reflux for 3 hours. A further 10 equivalents of the reagents were then added, and the mixture was heated under reflux for a further 48 hours. EtOH was removed under reduced pressure, and the residue was diluted with water to give crude product. This was chromatogr... The reactants are C(#N)C1=C(C(=O)C(=C(C1=O)Cl)Cl)C#N (DDQ), S1C2=C(C=C1)C=CC=C2 (benzo[b]thiophene), BrC=1C=NC(=NC1)Cl (5-bromo-2-chloro-pyrimidine), C(CCC)[Li] (n-Butyl lithium), S1C2=C(C=C1)C=CC=C2 (benzo[b]thiophene), resultant solution, C(C)(=O)O (acetic acid). Run in C1CCOC1 (THF), ClCCl (dichloromethane), C1CCOC1 (THF), C(C)OCC (diethyl ether), C(Cl)(Cl)Cl (chloroform), C1CCOC1 (THF). Run at temperature -78 celsius, time 15 minute. Yields the product S1C2=C(C=C1C1=NC(=NC=C1Br)Cl)C=CC=C2 (4-(Benzo[b]thiophen-2-yl)-5-bromo-2-chloropyrimidine). The yield is 98.2%. Reaction SMILES: C([Li])CCC.[S:6]1[CH:10]=[CH:9][C:8]2[CH:11]=[CH:12][CH:13]=[CH:14][C:7]1=2.[Br:15][C:16]1[CH:17]=[N:18][C:19]([Cl:22])=[N:20][CH:21]=1.C(O)(=O)C.C(C1C(=O)C(Cl)=C(Cl)C(=O)C=1C#N)#N>C1COCC1.C(Cl)(Cl)Cl.ClCCl.C(OCC)C>[S:6]1[C:10]([C:17]2[C:16]([Br:15])=[CH:21][N:20]=[C:19]([Cl:22])[N:18]=2)=[CH:9][C:8]2[CH:11]=[CH:12][CH:13]=[CH:14][C:7]1=2. Procedure details: n-Butyl lithium (20.7 mL, 1.6 M in hexane) is added dropwise to a stirred solution of benzo[b]thiophene (4.12 g, 30.1 mmol) in anhydrous THF (50 mL) at −78° C. under nitrogen. The resultant solution is allowed to stir at −78° C. for 15 minutes. The lithiated benzo[b]thiophene is then added via canula over 20 minutes to a stirred solution of 5-bromo-2-chloro-pyrimidine (5.95 g, 30.1 mmol) in anhydrous THF (100 mL) at −30° C. Upon the completion of the addition, the solution is allowed to stir at ... Reactants: FC1=C(C=CC=C1)N1N=NC(=C1CO)C(=O)N([C@@H]1CN(C[C@@H](C1)C(=O)N1CCOCC1)C(=O)OC(C)(C)C)CC(C)C (tert-butyl(3S,5R)-3-[{[1-(2-fluorophenyl)-5-(hydroxymethyl)-1H-1,2,3-triazol-4-yl]carbonyl}(2-methylpropyl)amino]-5-(morpholin-4-ylcarbonyl)piperidine-1-carboxylate), C1(=CC=CC=C1)P(C1=CC=CC=C1)C1=CC=CC=C1 (triphenylphosphine), C(Br)(Br)(Br)Br (carbon tetrabromide). Solvent: ClCCl (dichloromethane). Conditions: time 1 hour. Product: BrCC1=C(N=NN1C1=C(C=CC=C1)F)C(=O)N([C@@H]1CN(C[C@@H](C1)C(=O)N1CCOCC1)C(=O)OC(C)(C)C)CC(C)C (tert-butyl(3S,5R)-3-[{[5-(bromomethyl)-1-(2-fluorophenyl)-1H-1,2,3-triazol-4-yl]carbonyl}(2-methylpropyl)amino]-5-(morpholin-4-ylcarbonyl)piperidine-1-carboxylate). Yield: 97.4%. Reaction SMILES: [F:1][C:2]1[CH:7]=[CH:6][CH:5]=[CH:4][C:3]=1[N:8]1[C:12]([CH2:13]O)=[C:11]([C:15]([N:17]([CH2:39][CH:40]([CH3:42])[CH3:41])[C@H:18]2[CH2:23][C@@H:22]([C:24]([N:26]3[CH2:31][CH2:30][O:29][CH2:28][CH2:27]3)=[O:25])[CH2:21][N:20]([C:32]([O:34][C:35]([CH3:38])([CH3:37])[CH3:36])=[O:33])[CH2:19]2)=[O:16])[N:10]=[N:9]1.C1(P(C2C=CC=CC=2)C2C=CC=CC=2)C=CC=CC=1.C(Br)(Br)(Br)[Br:63]>ClCCl>[Br:63][CH2:13][C:12]1[N:8]([C:3]2[CH:4]=[CH:5][CH:6]=[CH:7][C:2]=2[F:1])[N:9]=[N:10][C:11]=1[C:15]([N:17]([CH2:39][CH:40]([CH3:42])[CH3:41])[C@H:18]1[CH2:23][C@@H:22]([C:24]([N:26]2[CH2:31][CH2:30][O:29][CH2:28][CH2:27]2)=[O:25])[CH2:21][N:20]([C:32]([O:34][C:35]([CH3:38])([CH3:37])[CH3:36])=[O:33])[CH2:19]1)=[O:16]. Procedure details: To a solution (4 ml) of tert-butyl(3S,5R)-3-[{[1-(2-fluorophenyl)-5-(hydroxymethyl)-1H-1,2,3-triazol-4-yl]carbonyl}(2-methylpropyl)amino]-5-(morpholin-4-ylcarbonyl)piperidine-1-carboxylate (410 mg) and triphenylphosphine (275 mg) in dichloromethane was added under ice-cooling carbon tetrabromide (350 mg), and the mixture was stirred at room temperature for 1 hr. The reaction mixture was concentrated under reduced pressure, and the residue was subjected to silica gel column chromatography, and a ... The reactants are C(C)(C)(C)OC([C@H](NS(=O)(=O)C1=CC=C(C=C1)OC)CC(C)C)=O (N-[4-methoxybenzenesulfonyl]-(D)-leucine t-butyl ester), [H-].[Na+] (sodium hydride), C(C1=CC=CC=C1)Br (benzyl bromide). Solvent: CN(C=O)C (dimethylformamide), CN(C=O)C (dimethylformamide). Conditions: time 20 minute. Yields the product COC1=CC=C(C=C1)S(=O)(=O)N([C@@H](C(=O)OC(C)(C)C)CC(C)C)CC1=CC=CC=C1 (t-butyl 2(R)-[[4-methoxybenzenesulfonyl](benzyl)amino]-4-methylpentanoate). Reaction SMILES: [H-].[Na+].[C:3]([O:7][C:8](=[O:26])[C@@H:9]([CH2:22][CH:23]([CH3:25])[CH3:24])[NH:10][S:11]([C:14]1[CH:19]=[CH:18][C:17]([O:20][CH3:21])=[CH:16][CH:15]=1)(=[O:13])=[O:12])([CH3:6])([CH3:5])[CH3:4].[CH2:27](Br)[C:28]1[CH:33]=[CH:32][CH:31]=[CH:30][CH:29]=1>CN(C)C=O>[CH3:21][O:20][C:17]1[CH:16]=[CH:15][C:14]([S:11]([N:10]([CH2:27][C:28]2[CH:33]=[CH:32][CH:31]=[CH:30][CH:29]=2)[C@H:9]([CH2:22][CH:23]([CH3:24])[CH3:25])[C:8]([O:7][C:3]([CH3:6])([CH3:5])[CH3:4])=[O:26])(=[O:13])=[O:12])=[CH:19][CH:18]=1 |f:0.1|. Procedure: To a suspension of sodium hydride (0.68 g, 14.1 mmol) in dimethylformamide (60.0 mL), is added N-[4-methoxybenzenesulfonyl]-(D)-leucine t-butyl ester (5.02 g, 14.06 mmol) in dimethylformamide (10.0 mL). After stirring at room temperature for 20 minutes, benzyl bromide (1.67 mL, 14.06 mmol) is added, and the reaction is stirred overnight at room temperature. The reaction is then partitioned between ethyl acetate and acidic water (pH=5), the organic layer is dried (Na2SO4), and the solvent is evap... Reactants: CC1([C@@H]2[C@H]1CC1=C(SC(=C21)C)C(C)=O)C ((1aS,5aR)-1-(1,1,2-trimethyl-1,1a,5,5a-tetrahydro-3-thia-cyclopropa[a]pentalen-4-yl)-ethanone), [Br-].[Br-].[Br-].C1(=CC=CC=C1)[N+](C)(C)C.C1(=CC=CC=C1)[N+](C)(C)C.C1(=CC=CC=C1)[N+](C)(C)C (phenyltrimethyl-ammoniumbromid-dibromid), [Br-].[Br-].[Br-].C1(=CC=CC=C1)[N+](C)(C)C.C1(=CC=CC=C1)[N+](C)(C)C.C1(=CC=CC=C1)[N+](C)(C)C (phenyltrimethyl-ammoniumbromid-dibromid). Solvent: C(Cl)Cl (DCM), CO (methanol), C(=O)(O)[O-].[Na+] (NaHCO3), O (water). Run at time 30 minute. The product is BrCC(=O)C1=C2C[C@@H]3[C@H](C2=C(S1)C)C3(C)C (2-bromo-1-((1aS,5aR)-1,1,2-trimethyl-1,1a,5,5a-tetrahydro-3-thia-cyclopropa[a]pentalen-4-yl)-ethanone). Yield: 66.8%. RXN SMILES: [CH3:1][C:2]1([CH3:15])[C@@H:4]2[CH2:5][C:6]3[C:10]([C@H:3]12)=[C:9]([CH3:11])[S:8][C:7]=3[C:12](=[O:14])[CH3:13].[Br-:16].[Br-].[Br-].C1([N+](C)(C)C)C=CC=CC=1.C1([N+](C)(C)C)C=CC=CC=1.C1([N+](C)(C)C)C=CC=CC=1>C(Cl)Cl.CO.C([O-])(O)=O.[Na+].O>[Br:16][CH2:13][C:12]([C:7]1[S:8][C:9]([CH3:11])=[C:10]2[C:6]=1[CH2:5][C@H:4]1[C:2]([CH3:15])([CH3:1])[C@H:3]12)=[O:14] |f:1.2.3.4.5.6,9.10|. Reported procedure: To a solution of (1aS,5aR)-1-(1,1,2-trimethyl-1,1a,5,5a-tetrahydro-3-thia-cyclopropa[a]pentalen-4-yl)-ethanone (275 mg, 1.25 mmol) in DCM (7 mL) and methanol (3.5 mL) is added phenyltrimethyl-ammoniumbromid-dibromid (570 mg, 1.5 mmol) and the reaction mixture is stirred at rt for 30 min. Another portion of phenyltrimethyl-ammoniumbromid-dibromid (600 mg, 1.6 mmol) is added and stirring is continued for 1 h before the mixture is diluted with sat. aq. NaHCO3 (5 mL) and water (25 mL) and extracted ... The reactants are ClC=1C=C(CCl)C=CC1 (3-Chlorobenzyl chloride), C(=O)([O-])[O-].[K+].[K+] (K2CO3), FC=1C=C2C(=C(NC2=CC1)C)C1=NNS(C2=C1C=CC=C2)(=O)=O (4-(5-fluoro-2-methyl-1H-indol-3-yl)-2H-benzo[e][1,2,3]thiadiazine 1,1-dioxide), C(=O)([O-])[O-].[K+].[K+] (K2CO3), BrCC(=O)OC(C)(C)C (tert-butyl bromoacetate). Run in O (H2O), C(Cl)Cl (CH2Cl2), CC#N (CH3CN). Run at temperature 80 celsius, time 8 hour. The product is C(C)(C)(C)OC(CN1C(=C(C2=CC(=CC=C12)F)C1=NN(S(C2=C1C=CC=C2)(=O)=O)CC2=CC(=CC=C2)Cl)C)=O ({3-[2-(3-Chloro-benzyl)-1,1-dioxo-1,2-dihydro-1λ6-benzo[e][1,2,3]thiadiazin-4-yl]-5-fluoro-2-methyl-indol-1-yl}-acetic acid tert-butyl ester). RXN SMILES: [Cl:1][C:2]1[CH:3]=[C:4]([CH:7]=[CH:8][CH:9]=1)[CH2:5]Cl.C([O-])([O-])=O.[K+].[K+].[F:16][C:17]1[CH:18]=[C:19]2[C:23](=[CH:24][CH:25]=1)[NH:22][C:21]([CH3:26])=[C:20]2[C:27]1[C:32]2[CH:33]=[CH:34][CH:35]=[CH:36][C:31]=2[S:30](=[O:38])(=[O:37])[NH:29][N:28]=1.Br[CH2:40][C:41]([O:43][C:44]([CH3:47])([CH3:46])[CH3:45])=[O:42]>CC#N.O.C(Cl)Cl>[C:44]([O:43][C:41](=[O:42])[CH2:40][N:22]1[C:23]2[C:19](=[CH:18][C:17]([F:16])=[CH:25][CH:24]=2)[C:20]([C:27]2[C:32]3[CH:33]=[CH:34][CH:35]=[CH:36][C:31]=3[S:30](=[O:37])(=[O:38])[N:29]([CH2:5][C:4]3[CH:7]=[CH:8][CH:9]=[C:2]([Cl:1])[CH:3]=3)[N:28]=2)=[C:21]1[CH3:26])([CH3:47])([CH3:46])[CH3:45] |f:1.2.3|. Procedure details: 3-Chlorobenzyl chloride (9 μL, 67 μmol) and K2CO3 (10 mg, 72 μmol) were added to a solution of 4-(5-fluoro-2-methyl-1H-indol-3-yl)-2H-benzo[e][1,2,3]thiadiazine 1,1-dioxide (20 mg, 61 μmol) in CH3CN (1 mL), and stirred overnight at 80° C. An additional amount of K2CO3 (10 mg, 72 μmol) and tert-butyl bromoacetate (14 μL, 92 μmol) was added, and the reaction mixture stirred an additional 2 h at 80° C. The reaction mixture was diluted with H2O and CH2Cl2, and filtered through an Extrelut column. Th...